This data is from the Open Reaction Database (ORD), a public repository of structured organic reaction records. The task is: describe an organic reaction: reactants, conditions, products, and yield The reactants are OCCNC(=O)NCC1=C(C=CC=C1)O (N-(2-hydroxyethyl)-N'-(2-hydroxybenzyl)urea), C([O-])([O-])=O.[K+].[K+] (potassium carbonate), C(Cl)C1CO1 (epichlorohydrin). Conditions: time 6 hour. Product: O1C(COC2=C(CNC(=O)NCCO)C=CC=C2)C1 (N-[2-(2,3-epoxypropoxy)benzyl]-N'-(2-hydroxyethyl)urea). As a reaction SMILES: [OH:1][CH2:2][CH2:3][NH:4][C:5]([NH:7][CH2:8][C:9]1[CH:14]=[CH:13][CH:12]=[CH:11][C:10]=1[OH:15])=[O:6].C(=O)([O-])[O-].[K+].[K+].[CH2:22]([CH:24]1[O:26][CH2:25]1)Cl>>[O:26]1[CH2:25][CH:24]1[CH2:22][O:15][C:10]1[CH:11]=[CH:12][CH:13]=[CH:14][C:9]=1[CH2:8][NH:7][C:5]([NH:4][CH2:3][CH2:2][OH:1])=[O:6] |f:1.2.3|. Procedure details: A mixture of 29.2 g of N-(2-hydroxyethyl)-N'-(2-hydroxybenzyl)urea, 440 ml of epichlorohydrin and 38.9 g of potassium carbonate is stirred for 6 hours at 90°. The solids are then suction-filtered whilst hot, washed with acetonitrile and the filtrate is concentrated by evaporation in vacuo. The oil remaining crystallises when left to stand and is recrystallised from 320 ml of ethyl acetate, with carbon treatment. The resulting epoxide melts at 96°-99°. Starting materials: CC=1NC(CSC1C1=CC=NC=C1)=O (5-Methyl-6-(4-pyridinyl)-2H-1,4thiazin-3(4H)-one), S(O)(O)(=O)=O (sulfuric acid). Solvent: CO (methanol). The product is S(=O)(=O)(O)O.CC=1NC(CSC1C1=CC=NC=C1)=O (5-methyl-6-(4-pyridinyl)-2H-1,4-thiazin-3(4H)-one sulfate). RXN SMILES: [CH3:1][C:2]1[NH:3][C:4](=[O:14])[CH2:5][S:6][C:7]=1[C:8]1[CH:13]=[CH:12][N:11]=[CH:10][CH:9]=1.[S:15](=[O:19])(=[O:18])([OH:17])[OH:16]>CO>[S:15]([OH:19])([OH:18])(=[O:17])=[O:16].[CH3:1][C:2]1[NH:3][C:4](=[O:14])[CH2:5][S:6][C:7]=1[C:8]1[CH:13]=[CH:12][N:11]=[CH:10][CH:9]=1 |f:3.4|. Procedure details: 5-Methyl-6-(4-pyridinyl)-2H-1,4thiazin-3(4H)-one (1 g) in methanol (100 ml) and 36N sulfuric acid (0.4 ml) were treated in the same manner as described in Example 1-(4) to give 0.95 g of 5-methyl-6-(4-pyridinyl)-2H-1,4-thiazin-3(4H)-one sulfate as yellow needles. Starting materials: CC1=CC=CC2=C1CNCCS2 (6-methyl-2,3,4,5-tetrahydro-1,4-benzothiazepine), Cl (hydrochloride), C(C)(=O)OC(C)=O (acetic anhydride). Conditions: time 1 hour. Product: C(C)(=O)N1CCSC2=C(C1)C(=CC=C2)C (4-acetyl-6-methyl-2,3,4,5-tetrahydro-1,4-benzothiazepine). Reaction SMILES: [CH3:1][C:2]1[C:7]2[CH2:8][NH:9][CH2:10][CH2:11][S:12][C:6]=2[CH:5]=[CH:4][CH:3]=1.Cl.[C:14](OC(=O)C)(=[O:16])[CH3:15]>>[C:14]([N:9]1[CH2:8][C:7]2[C:2]([CH3:1])=[CH:3][CH:4]=[CH:5][C:6]=2[S:12][CH2:11][CH2:10]1)(=[O:16])[CH3:15]. Procedure: A solution of 6-methyl-2,3,4,5-tetrahydro-1,4-benzothiazepine (0.91 g, prepared in a similar manner to its hydrochloride, Example 4 above) in acetic anhydride (10 ml) was stirred at room temperature for one hour. The reaction mixture was poured into ice and extracted with dichloromethane. The organic layer was dried and the solvent removed by evaporation to give 4-acetyl-6-methyl-2,3,4,5-tetrahydro-1,4-benzothiazepine, which was recrystallised from hexane. Yield 0.93 g (m.p. 71°-73° C.).